From a dataset of the Open Reaction Database (ORD), a public repository of structured organic reaction records. describe an organic reaction: reactants, conditions, products, and yield The reactants are CNC1CCN(CCNC(=O)Nc2cc(C)nc(C)c2)CC1, O=C(Cl)Cc1ccc(Cl)c(Cl)c1, ClCCl. The product is Cc1cc(NC(=O)NCCN2CCC(N(C)C(=O)Cc3ccc(Cl)c(Cl)c3)CC2)cc(C)n1. RXN SMILES: [CH3:1][c:2]1[n:3][c:4]([CH3:22])[cH:5][c:6]([NH:8][C:9](=[O:10])[NH:11][CH2:12][CH2:13][N:14]2[CH2:15][CH2:16][CH:17]([NH:20][CH3:21])[CH2:18][CH2:19]2)[cH:7]1.[Cl:23][c:24]1[cH:25][c:26]([CH2:31][C:32](=[O:33])[Cl:34])[cH:27][cH:28][c:29]1[Cl:30].[Cl:35][CH2:36][Cl:37]>>[CH3:1][c:2]1[n:3][c:4]([CH3:22])[cH:5][c:6]([NH:8][C:9](=[O:10])[NH:11][CH2:12][CH2:13][N:14]2[CH2:15][CH2:16][CH:17]([N:20]([CH3:21])[C:32]([CH2:31][c:26]3[cH:25][c:24]([Cl:23])[c:29]([Cl:30])[cH:28][cH:27]3)=[O:33])[CH2:18][CH2:19]2)[cH:7]1.